This data is from the Open Reaction Database (ORD), a public repository of structured organic reaction records. The task is: describe an organic reaction: reactants, conditions, products, and yield Reactants: resultant mixture, BrC#N (BrCN), N#CN (cyanamide), amine, C(=O)(OCC1=CC=CC=C1)N[C@@H]([C@@H](C)CC)C(=O)O (N-carbobenzyloxy-L-isoleucine), CCN=C=NCCCN(C)C (EDCI), C(=O)(C(F)(F)F)O (TFA). Reagents/catalysts: CN(C)C=1C=CN=CC1 (DMAP). Solvent: CCOC(=O)C (EtOAc), C(Cl)Cl (CH2Cl2). The product is C(#N)N1CC(C1)CNC(=O)[C@H]([C@H](CC)C)NC(OCC1=CC=CC=C1)=O (benzyl (1S,2S)-1-({[(1-cyano-3-azetidinyl)methyl]amino}carbonyl)-2-methylbutylcarbamate). As a reaction SMILES: [C:1]([NH:11][C@H:12]([C:17]([OH:19])=O)[C@H:13]([CH2:15][CH3:16])[CH3:14])([O:3][CH2:4][C:5]1[CH:10]=[CH:9][CH:8]=[CH:7][CH:6]=1)=[O:2].CCN=C=[N:24][CH2:25][CH2:26][CH2:27][N:28]([CH3:30])[CH3:29].[N:31]#CN.C(O)(C(F)(F)F)=O.BrC#N>C(Cl)Cl.CN(C1C=CN=CC=1)C.CCOC(C)=O>[C:30]([N:28]1[CH2:27][CH:26]([CH2:25][NH:24][C:17]([C@@H:12]([NH:11][C:1](=[O:2])[O:3][CH2:4][C:5]2[CH:6]=[CH:7][CH:8]=[CH:9][CH:10]=2)[C@@H:13]([CH3:14])[CH2:15][CH3:16])=[O:19])[CH2:29]1)#[N:31]. Reported procedure: Following general procedure 9, to a stirred solution of the amine (48) (186 mg, 1 equiv.), N-carbobenzyloxy-L-isoleucine (265 mg, 1 equiv.) and EDCI (211 mg, 1.1 equiv.) in CH2Cl2 (5 mL) was added DMAP (61 mg, 0.5 equiv.). The resultant mixture was stirred at rt for 16 h. The mixture was then diluted with EtOAc and washed successively with 10% citric acid, H2O and brine. The organic extract was dried (MgSO4) and concentrated under reduced pressure. The residue was purified by flash chromatograph... Run in O (water), C(C)(C)(C)OC (methyl t-butyl ether), O1CCCC1 (tetrahydrofuran). The yield is 81.0%. Reaction SMILES: [NH:1]([CH2:9][CH2:10][CH2:11][CH2:12][CH2:13][C:14]#[N:15])[CH2:2][CH2:3][CH2:4][CH2:5][CH2:6][C:7]#[N:8].I[CH2:17][CH2:18][CH3:19].C(=O)([O-])[O-].[K+].[K+].[N+](C1C=CC(C(Cl)=O)=CC=1)([O-])=O>C(OC)(C)(C)C.O.O1CCCC1>[CH2:17]([N:1]([CH2:2][CH2:3][CH2:4][CH2:5][CH2:6][C:7]#[N:8])[CH2:9][CH2:10][CH2:11][CH2:12][CH2:13][C:14]#[N:15])[CH2:18][CH3:19] |f:2.3.4|. The reactants are C([O-])([O-])=O.[K+].[K+] (potassium carbonate), [N+](=O)([O-])C1=CC=C(C(=O)Cl)C=C1 (4-nitrobenzoyl chloride), secondary amine, N(CCCCCC#N)CCCCCC#N (6,6′-imino-bis-capronitrile), ICCC (1-iodopropane), C([O-])([O-])=O.[K+].[K+] (potassium carbonate). Reaction conditions: temperature 60 celsius. Procedure: A mixture of 6,6′-imino-bis-capronitrile (20.7 g, 100 mmol), 1-iodopropane (18.7 g 110 mmol), potassium carbonate (16.6 g, 120 mmol), and 100 mL of tetrahydrofuran was stirred and heated at 60° C. under nitrogen for three days. The product mixture was cooled to room temperature, and 25 mL of water was added to dissolve most of the solids. The aqueous layer was drawn off in a separatory funnel, a 125-mL portion of methyl t-butyl ether was added, and another small aqueous layer thus formed was dra... Yields the product C(CC)N(CCCCCC#N)CCCCCC#N (6,6′-propylimino-bis-capronitrile). The reactants are [OH-].[K+] (potassium hydroxide), O (water), C(C)C1(CCSC2=CC=C(C=C12)C#C[Si](C)(C)C)CC ((4,4-diethylthiochroman-6-yl)(trimethylsilyl)acetylene), C(C)C1(CCSC2=CC=C(C=C12)C#C[Si](C)(C)C)CC ((4,4-diethylthiochroman-6-yl)(trimethylsilyl)acetylene). Run in C(C)O (ethanol). Run at time 5 hour. The product is C(C)C1(CCSC2=CC=C(C=C12)C#C)CC ((4,4-Diethylthiochroman-6-yl) acetylene). As a reaction SMILES: [OH-].[K+].O.[CH2:4]([C:6]1([CH2:22][CH3:23])[C:15]2[C:10](=[CH:11][CH:12]=[C:13]([C:16]#[C:17][Si](C)(C)C)[CH:14]=2)[S:9][CH2:8][CH2:7]1)[CH3:5]>C(O)C>[CH2:22]([C:6]1([CH2:4][CH3:5])[C:15]2[C:10](=[CH:11][CH:12]=[C:13]([C:16]#[CH:17])[CH:14]=2)[S:9][CH2:8][CH2:7]1)[CH3:23] |f:0.1|. Reported procedure: A solution of 2.21 g (39 mmol) of potassium hydroxide in 2.0 mL-of water and 20.0 mL of ethanol was added to 1.49 g (4.93 mmol) of (4,4-diethylthiochroman-6-yl)(trimethylsilyl)acetylene (Compound 26) and the resulting mixture stirred at room temperature for 5 hours during which time it became homogeneous. The solvent was removed in-vacuo and the residue was acidified with 5% aqueous H2SO4. The product was extracted with 2×50 mL of ether. Reactants: CCS(=O)(=O)CCCO, ClCCl, CCOC(=O)N=NC(=O)OCC, COc1cc2c(Oc3ccc4[nH]c(C)cc4c3)ncnc2cc1O, c1ccc(P(c2ccccc2)c2ccccc2)cc1. Product: CCS(=O)(=O)CCCOc1cc2ncnc(Oc3ccc4[nH]c(C)cc4c3)c2cc1OC. RXN SMILES: [CH2:37]([CH3:38])[S:39](=[O:40])(=[O:41])[CH2:42][CH2:43][CH2:44][OH:45].[CH2:65]([Cl:66])[Cl:67].[O:1]=[C:2]([O:3][CH2:4][CH3:5])[N:6]=[N:7][C:8]([O:9][CH2:10][CH3:11])=[O:12].[OH:13][c:14]1[c:15]([O:35][CH3:36])[cH:16][c:17]2[c:18]([O:24][c:25]3[cH:26][c:27]4[cH:28][c:29]([CH3:34])[nH:30][c:31]4[cH:32][cH:33]3)[n:19][cH:20][n:21][c:22]2[cH:23]1.[c:46]1([P:47]([c:48]2[cH:49][cH:50][cH:51][cH:52][cH:53]2)[c:54]2[cH:55][cH:56][cH:57][cH:58][cH:59]2)[cH:60][cH:61][cH:62][cH:63][cH:64]1>>[O:13]([c:14]1[c:15]([O:35][CH3:36])[cH:16][c:17]2[c:18]([O:24][c:25]3[cH:26][c:27]4[cH:28][c:29]([CH3:34])[nH:30][c:31]4[cH:32][cH:33]3)[n:19][cH:20][n:21][c:22]2[cH:23]1)[CH2:44][CH2:43][CH2:42][S:39]([CH2:37][CH3:38])(=[O:40])=[O:41]. The reactants are CCOC(C)=O, CC(C)(C)OC(=O)N1CCCC(CCCn2c(COc3ccc(Cl)cc3)nc3c(OCc4ccccc4)cccc32)C1. Product: CC(C)(C)OC(=O)N1CCCC(CCCn2c(COc3ccc(Cl)cc3)nc3c(O)cccc32)C1. Reaction SMILES: [CH3:43][CH2:44][O:45][C:46](=[O:47])[CH3:48].[Cl:1][c:2]1[cH:3][cH:4][c:5]([O:6][CH2:7][c:8]2[n:9][c:10]3[c:11]([n:12]2[CH2:13][CH2:14][CH2:15][CH:16]2[CH2:17][N:18]([C:22](=[O:23])[O:24][C:25]([CH3:26])([CH3:27])[CH3:28])[CH2:19][CH2:20][CH2:21]2)[cH:29][cH:30][cH:31][c:32]3[O:33][CH2:34][c:35]2[cH:36][cH:37][cH:38][cH:39][cH:40]2)[cH:41][cH:42]1>>[Cl:1][c:2]1[cH:3][cH:4][c:5]([O:6][CH2:7][c:8]2[n:9][c:10]3[c:11]([n:12]2[CH2:13][CH2:14][CH2:15][CH:16]2[CH2:17][N:18]([C:22](=[O:23])[O:24][C:25]([CH3:26])([CH3:27])[CH3:28])[CH2:19][CH2:20][CH2:21]2)[cH:29][cH:30][cH:31][c:32]3[OH:33])[cH:41][cH:42]1.